This data is from the Open Reaction Database (ORD), a public repository of structured organic reaction records. The task is: describe an organic reaction: reactants, conditions, products, and yield Starting materials: Cc1ccccc1-n1nc2c3ccccc3n(Cc3ccc(Br)nc3)nc-2c1=O, CCCC[Sn](CCCC)(CCCC)c1cscn1, CN(C)C=O, CCOC(C)=O, [Cs+], [Cu]I, [F-], c1ccc(P(c2ccccc2)(c2ccccc2)[Pd](P(c2ccccc2)(c2ccccc2)c2ccccc2)(P(c2ccccc2)(c2ccccc2)c2ccccc2)P(c2ccccc2)(c2ccccc2)c2ccccc2)cc1. Yields the product Cc1ccccc1-n1nc2c3ccccc3n(Cc3ccc(-c4cscn4)nc3)nc-2c1=O. Reaction SMILES: [Br:1][c:2]1[cH:3][cH:4][c:5]([CH2:8][n:9]2[n:10][c:11]3[c:21](=[O:22])[n:20](-[c:23]4[c:24]([CH3:29])[cH:25][cH:26][cH:27][cH:28]4)[n:19][c:12]-3[c:13]3[cH:14][cH:15][cH:16][cH:17][c:18]23)[cH:6][n:7]1.[CH2:30]([Sn:31]([CH2:32][CH2:33][CH2:34][CH3:40])([c:35]1[n:36][cH:37][s:38][cH:39]1)[CH2:41][CH2:42][CH2:43][CH3:44])[CH2:45][CH2:46][CH3:47].[CH3:50][N:51]([CH3:52])[CH:53]=[O:54].[CH3:55][CH2:56][O:57][C:58](=[O:59])[CH3:60].[Cs+:49].[Cu:61][I:62].[F-:48].[cH:63]1[cH:64][cH:65][c:66]([P:67]([Pd:68]([P:69]([c:70]2[cH:71][cH:72][cH:73][cH:74][cH:75]2)([c:76]2[cH:77][cH:78][cH:79][cH:80][cH:81]2)[c:82]2[cH:83][cH:84][cH:85][cH:86][cH:87]2)([P:88]([c:89]2[cH:90][cH:91][cH:92][cH:93][cH:94]2)([c:95]2[cH:96][cH:97][cH:98][cH:99][cH:100]2)[c:101]2[cH:102][cH:103][cH:104][cH:105][cH:106]2)[P:107]([c:108]2[cH:109][cH:110][cH:111][cH:112][cH:113]2)([c:114]2[cH:115][cH:116][cH:117][cH:118][cH:119]2)[c:120]2[cH:121][cH:122][cH:123][cH:124][cH:125]2)([c:126]2[cH:127][cH:128][cH:129][cH:130][cH:131]2)[c:132]2[cH:133][cH:134][cH:135][cH:136][cH:137]2)[cH:138][cH:139]1>>[c:2]1(-[c:35]2[n:36][cH:37][s:38][cH:39]2)[cH:3][cH:4][c:5]([CH2:8][n:9]2[n:10][c:11]3[c:21](=[O:22])[n:20](-[c:23]4[c:24]([CH3:29])[cH:25][cH:26][cH:27][cH:28]4)[n:19][c:12]-3[c:13]3[cH:14][cH:15][cH:16][cH:17][c:18]23)[cH:6][n:7]1. The reactants are N[C@H](C(=O)NC1=CN=C(S1)C1=CC=NC=C1)CC1=CC=C(C=C1)F ((S)-2-amino-3-(4-fluorophenyl)-N-(2-(pyridin-4-yl)thiazol-5-yl)propanamide), S1C=NC(=C1)C=O (thiazole-4-carbaldehyde), CN(C=O)C (N,N-dimethylformamide), ClCCCl (1,2-dichloroethane), C(Cl)Cl (DCM). Conditions: time 8 hour. The product is FC1=CC=C(C=C1)C[C@@H](C(=O)NC1=CN=C(S1)C1=CC=NC=C1)NCC=1N=CSC1 ((S)-3-(4-Fluorophenyl)-N-(2-(pyridin-4-yl)thiazol-5-yl)-2-(thiazol-4-ylmethylamino)propanamide). The yield is 63.7%. RXN SMILES: [NH2:1][C@@H:2]([CH2:17][C:18]1[CH:23]=[CH:22][C:21]([F:24])=[CH:20][CH:19]=1)[C:3]([NH:5][C:6]1[S:10][C:9]([C:11]2[CH:16]=[CH:15][N:14]=[CH:13][CH:12]=2)=[N:8][CH:7]=1)=[O:4].[S:25]1[CH:29]=[C:28]([CH:30]=O)[N:27]=[CH:26]1.CN(C)C=O.ClCCCl.C(Cl)Cl>>[F:24][C:21]1[CH:20]=[CH:19][C:18]([CH2:17][C@H:2]([NH:1][CH2:30][C:28]2[N:27]=[CH:26][S:25][CH:29]=2)[C:3]([NH:5][C:6]2[S:10][C:9]([C:11]3[CH:12]=[CH:13][N:14]=[CH:15][CH:16]=3)=[N:8][CH:7]=2)=[O:4])=[CH:23][CH:22]=1. Procedure details: To a mixture of (S)-2-amino-3-(4-fluorophenyl)-N-(2-(pyridin-4-yl)thiazol-5-yl)propanamide (0.090 g, 0.20 mmol), thiazole-4-carbaldehyde (0.022 g, 0.20 mmol), N,N-dimethylformamide (0.014 g, 0.20 mmol) and 1,2-dichloroethane (0.020 g, 0.20 mmol) was added Reactant 3 (0.19 g, 0.89 mmol). The resulting mixture was allowed to stir at rt overnight. The mixture was directly purified HPLC to give 56 mg of (S)-3-(4-Fluorophenyl)-N-(2-(pyridin-4-yl)thiazol-5-yl)-2-(thiazol-4-ylmethylamino)propanamide 5.... Starting materials: C[O-].[Na+] (sodium methoxide), ClC1=NC=C(C=C1Cl)CCl (2,3-dichloro-5-(chloromethyl)-pyridine). Solvent: CO (methanol). Conditions: temperature 60 celsius. The product is ClC1=NC=C(C=C1Cl)COC (2,3-Dichloro-5-(methoxymethyl)pyridine). Reaction SMILES: [CH3:1][O-:2].[Na+].[Cl:4][C:5]1[C:10]([Cl:11])=[CH:9][C:8]([CH2:12]Cl)=[CH:7][N:6]=1>CO>[Cl:4][C:5]1[C:10]([Cl:11])=[CH:9][C:8]([CH2:12][O:2][CH3:1])=[CH:7][N:6]=1 |f:0.1|. Procedure details: Under argon and at room temperature, 4.14 g (23 mmol) of sodium methoxide (30 percent strength solution in methanol) was added dropwise within 5 minutes to a solution of 4.11 g (20.9 mmol) of 2,3-dichloro-5-(chloromethyl)-pyridine [prepared from 2,3-dichloro-5-(hydroxymethyl)-pyridine by reaction with thionyl chloride] in 40 ml of methanol. The reaction mixture was subsequently heated to 60° C. for 3 hours. After the reaction had ended, the solvent was distilled off and the residue was admixed w... Starting materials: C([O-])([O-])=O.[K+].[K+] (Potassium carbonate), O (water), C(=O)N1C(C(N(C(=C1)C1=CC=CC=C1)CC(=O)OCC)=O)C(C)C (ethyl {(3RS)-4-formyl-3-isopropyl-2-oxo-6-phenyl-1,2,3,4-tetrahydropyrazin-1-yl}acetate), C(C)(=O)OCC (Ethyl acetate). The solvent is C(C)O (ethanol). Yields the product C(=O)N1C(C(N(C(=C1)C1=CC=CC=C1)CC(=O)O)=O)C(C)C ({(3RS)-4-Formyl-3-isopropyl-2-oxo-6-phenyl-1,2,3,4-tetrahydropyrazin-1-yl}acetic acid). Reaction SMILES: C(=O)([O-])[O-].[K+].[K+].O.[CH:8]([N:10]1[CH:15]=[C:14]([C:16]2[CH:21]=[CH:20][CH:19]=[CH:18][CH:17]=2)[N:13]([CH2:22][C:23]([O:25]CC)=[O:24])[C:12](=[O:28])[CH:11]1[CH:29]([CH3:31])[CH3:30])=[O:9].C(OCC)(=O)C>C(O)C>[CH:8]([N:10]1[CH:15]=[C:14]([C:16]2[CH:21]=[CH:20][CH:19]=[CH:18][CH:17]=2)[N:13]([CH2:22][C:23]([OH:25])=[O:24])[C:12](=[O:28])[CH:11]1[CH:29]([CH3:31])[CH3:30])=[O:9] |f:0.1.2|. Procedure: Potassium carbonate (983 mg) and water (6 ml) are added to a solution of ethyl {(3RS)-4-formyl-3-isopropyl-2-oxo-6-phenyl-1,2,3,4-tetrahydropyrazin-1-yl}acetate (1.96 g, Reference compound No. 50-1) in ethanol (14 ml), and the mixture is stirred overnight. Ethyl acetate is added to reaction mixture, and the whole is extracted with water. A 10% aqueous citric acid solution is added to the extract to acidify the system, and the whole is extracted with ethyl acetate again. The extract is washed wit... As a reaction SMILES: C(N(S(F)(F)[F:7])CC)C.O[CH:11]1[CH2:16][CH2:15][CH2:14][CH2:13][CH:12]1[C:17]1[C:18]2[S:24][C:23]([C:25]([O:27][CH3:28])=[O:26])=[CH:22][C:19]=2[NH:20][CH:21]=1.C([O-])(O)=O.[Na+]>CCOC(C)=O>[F:7][CH:11]1[CH2:16][CH2:15][CH2:14][CH2:13][CH:12]1[C:17]1[C:18]2[S:24][C:23]([C:25]([O:27][CH3:28])=[O:26])=[CH:22][C:19]=2[NH:20][CH:21]=1 |f:2.3|. Reactants: C(=O)(O)[O-].[Na+] (NaHCO3), C(C)N(CC)S(F)(F)F (Diethylaminosulfur trifluoride), solution, OC1C(CCCC1)C=1C2=C(NC1)C=C(S2)C(=O)OC (methyl 6-(2-hydroxycyclohexyl)-4H-thieno[3,2-b]pyrrole-2-carboxylate). The yield is 73.0%. Product: FC1C(CCCC1)C=1C2=C(NC1)C=C(S2)C(=O)OC (methyl 6-(2-fluorocyclohexyl)-4H-thieno[3,2-b]pyrrole-2-carboxylate). Run in CCOC(=O)C (EtOAc). Reported procedure: Diethylaminosulfur trifluoride (1.2 eq.) was added at −60° C. to a 0.1M solution of methyl 6-(2-hydroxycyclohexyl)-4H-thieno[3,2-b]pyrrole-2-carboxylate in dry EtOAc, and the mixture was stirred at this temperature for 1 h, then allowed to warm slowly to RT. Aq. NaHCO3-solution was added and the mixture was extracted with EtOAc; the organic layer was washed with water and brine, dried on Na2SO4 and concentrated. Chromatography (PE/EtOAc) afforded the title compound (73%). 1H-NMR (300 MHz, CDCl3,... Reaction conditions: time 1 hour. Starting materials: C(C)OC(CC(=O)[C@H]1N(CCC1)C(=O)OC(C)(C)C)=O (tert-Butyl (2S)-2-(3-ethoxy-3-oxopropanoyl)-1-pyrrolidinecarboxylate), N1CCCCC1 (piperidine), O=[N+]([O-])[O-].[O-][N+]([O-])=O.[O-][N+]([O-])=O.[O-][N+]([O-])=O.[O-][N+]([O-])=O.[O-][N+]([O-])=O.[Ce+4].[NH4+].[NH4+] (CAN), N\C(=C/C(=O)OCC)\CC1=CC=C(C=C1)F (ethyl (2Z)-3-amino-4-(4-fluorophenyl)-2-butenoate), C(=O)(O)C1=CC=C(C=O)C=C1 (4-carboxybenzaldehyde). The solvent is O (H2O), C1(=CC=CC=C1)C (toluene). Conditions: time 2 hour. The product is C(C)OC(=O)C1=C(C2=C([C@@H]3CCCN3C2=O)N=C1CC1=CC=C(C=C1)F)C1=CC=C(C(=O)O)C=C1 (4-[(9aS)-3-(ethoxycarbonyl)-2-(4-fluorobenzyl)-5-oxo-7,8,9,9a-tetrahydro-5H-pyrido[2,3-α]pyrrolizin-4yl]benzoic acid). Reaction SMILES: C(O[C:4](=O)[CH2:5][C:6]([C@@H:8]1[CH2:12][CH2:11][CH2:10][N:9]1[C:13]([O:15]C(C)(C)C)=O)=O)C.[NH2:21]/[C:22](/[CH2:29][C:30]1[CH:35]=[CH:34][C:33]([F:36])=[CH:32][CH:31]=1)=[CH:23]\[C:24]([O:26][CH2:27][CH3:28])=[O:25].[C:37]([C:40]1[CH:47]=[CH:46][C:43](C=O)=[CH:42][CH:41]=1)([OH:39])=[O:38].N1CCCCC1.O=[N+]([O-])[O-].[O-][N+](=O)[O-].[O-][N+](=O)[O-].[O-][N+](=O)[O-].[O-][N+](=O)[O-].[O-][N+](=O)[O-].[Ce+4].[NH4+].[NH4+]>C1(C)C=CC=CC=1.O>[CH2:27]([O:26][C:24]([C:23]1[C:22]([CH2:29][C:30]2[CH:31]=[CH:32][C:33]([F:36])=[CH:34][CH:35]=2)=[N:21][C:6]2[C@H:8]3[N:9]([C:13](=[O:15])[C:5]=2[C:4]=1[C:43]1[CH:46]=[CH:47][C:40]([C:37]([OH:39])=[O:38])=[CH:41][CH:42]=1)[CH2:10][CH2:11][CH2:12]3)=[O:25])[CH3:28] |f:4.5.6.7.8.9.10.11.12|. Reported procedure: tert-Butyl (2S)-2-(3-ethoxy-3-oxopropanoyl)-1-pyrrolidinecarboxylate (14.0 g, 49.1 mmol, 1 equiv), ethyl (2Z)-3-amino-4-(4-fluorophenyl)-2-butenoate (11.0 g, 49.1 mmol, 1 equiv), 4-carboxybenzaldehyde (7.37 g, 49.1 mmol, 1 equiv), and piperidine (2.43 mL, 24.5 mmol, 0.5 equiv) were combined in toluene (50 mL). After 2 h at 90° C., the reaction was cooled to ambient tempand concentrated. The residue was redissolved in 70 mL of CH3CN and 70 mL of H2O and then CAN (63.8 g, 98.3 mmol, 2 equiv) was a...